describe an organic reaction: reactants, conditions, products, and yield From a dataset of the Open Reaction Database (ORD), a public repository of structured organic reaction records. Starting materials: FC=1C=C(C=C(C1F)F)C1=CSC=C1 (3(3,4,5-trifluorophenyl)thiophene), 1-bromo-substituted fluorobenzene, BrC1=CC(=CC(=C1)F)F (1-bromo-3,5-difluorobenzene), BrC1=CC(=C(C(=C1)F)F)F (1-bromo-3,4,5-trifluorobenzene). Product: FC=1C=C(C=C(C1)F)C1=CSC=C1 (3(3,5-difluorophenyl)thiophene). RXN SMILES: [F:1][C:2]1[CH:3]=[C:4]([C:10]2[CH:14]=[CH:13][S:12][CH:11]=2)[CH:5]=[C:6]([F:9])[C:7]=1F.BrC1C=C(F)C=C(F)C=1.BrC1C=C(F)C(F)=C(F)C=1>>[F:9][C:6]1[CH:5]=[C:4]([C:10]2[CH:14]=[CH:13][S:12][CH:11]=2)[CH:3]=[C:2]([F:1])[CH:7]=1. Procedure details: The same procedures set forth above in Example (1)(a) for synthesizing 3(3,4,5-trifluorophenyl)thiophene were followed, with the exception that 1-bromo-3,5-difluorobenzene was substituted for 1-bromo-3,4,5-trifluorobenzene as the 1-bromo-substituted fluorobenzene. Starting materials: BrC1=CN=CC=2C(C(CCC12)C(=O)OC)=O ((rac)-methyl 4-bromo-8-oxo-5,6,7,8-tetrahydroisoquinoline-7-carboxylate), [H-].[Na+] (NaH), CI (methyl iodide). Solvent: CN(C)C=O (DMF), C1CCOC1 (THF), O (water). Product: COC(=O)C1(CCC=2C(=CN=CC2C1=O)Br)C ((rac)-4-Bromo-7-methyl-8-oxo-5,6,7,8-tetrahydro-isoquinoline-7-carboxylic acid methyl ester). The yield is 90.0%. Reaction SMILES: [Br:1][C:2]1[C:11]2[CH2:10][CH2:9][CH:8]([C:12]([O:14][CH3:15])=[O:13])[C:7](=[O:16])[C:6]=2[CH:5]=[N:4][CH:3]=1.[H-].[Na+].[CH3:19]I>CN(C=O)C.C1COCC1.O>[CH3:15][O:14][C:12]([C:8]1([CH3:19])[C:7](=[O:16])[C:6]2[CH:5]=[N:4][CH:3]=[C:2]([Br:1])[C:11]=2[CH2:10][CH2:9]1)=[O:13] |f:1.2|. Reported procedure: To a stirred solution of (rac)-methyl 4-bromo-8-oxo-5,6,7,8-tetrahydroisoquinoline-7-carboxylate (3.5 g, 12.3 mmol) (intermediate A-2 [B]) in DMF (10 mL) and THF (50 mL) was added 60% NaH (750 mg, 18.5 mmol) in portions at 0° C. The reaction mixture was stirred at 0° C. for 15 min before methyl iodide (1.6 mL, 24.6 mmol) was added and the resulting reaction mixture was allowed to warm up to room temperature and stirred over night. The reaction mixture was then diluted with water (10 mL) and extr... Reported procedure: To a mixture of 5-nitro-6-bromo-1-indanone ethylene ketal (600 mg, 2.0 mmol) and 2,4-difluorothiophenol (F. Klages and K. Bott Chem. Ber. 97,735 (1964)) (440 mg, 3.0 mmol) in pyridine (4.0 mL) was added a solution of 8M aqueous potassium hydroxide (375 μL, 3.0 mmol) at room temperature. The mixture was stirred for 2 h, diluted with water and extracted with ethyl acetate. The ethyl acetate extract was washed successively with 1M aqueous NaOH (2x),0.5M aqueous HCl (1x), brine, dried over anhydrous... Reactants: C1COC2(CCC3=CC(=C(C=C23)Br)[N+](=O)[O-])O1 (5-nitro-6-bromo-1-indanone ethylene ketal), FC1=C(C=CC(=C1)F)S (2,4-difluorothiophenol), [OH-].[K+] (potassium hydroxide). RXN SMILES: [CH2:1]1[O:17][C:4]2([C:12]3[C:7](=[CH:8][C:9]([N+:14]([O-:16])=[O:15])=[C:10](Br)[CH:11]=3)[CH2:6][CH2:5]2)[O:3][CH2:2]1.[F:18][C:19]1[CH:24]=[C:23]([F:25])[CH:22]=[CH:21][C:20]=1[SH:26].[OH-].[K+]>N1C=CC=CC=1.O>[CH2:1]1[O:17][C:4]2([C:12]3[C:7](=[CH:8][C:9]([N+:14]([O-:16])=[O:15])=[C:10]([S:26][C:20]4[CH:21]=[CH:22][C:23]([F:25])=[CH:24][C:19]=4[F:18])[CH:11]=3)[CH2:6][CH2:5]2)[O:3][CH2:2]1 |f:2.3|. Solvent: O (water), N1=CC=CC=C1 (pyridine). The product is C1COC2(CCC3=CC(=C(C=C23)SC2=C(C=C(C=C2)F)F)[N+](=O)[O-])O1 (5-Nitro-6-(2,4-difluorophenylthio)-1-indanone ethylene ketal). Reaction conditions: time 2 hour. Isolated yield 80.7%. Reactants: BrCc1ccccc1, CCOC(=O)COc1c(C(=O)OC)sc(-c2cccc(O)c2)c1Br, [K+], [K+], O=C([O-])[O-], CN(C)C=O. Yields the product CCOC(=O)COc1c(C(=O)OC)sc(-c2cccc(OCc3ccccc3)c2)c1Br. As a reaction SMILES: [CH2:25]([c:26]1[cH:27][cH:28][cH:29][cH:30][cH:31]1)[Br:32].[CH3:1][O:2][C:3](=[O:4])[c:5]1[s:6][c:7](-[c:18]2[cH:19][c:20]([OH:24])[cH:21][cH:22][cH:23]2)[c:8]([Br:17])[c:9]1[O:10][CH2:11][C:12](=[O:13])[O:14][CH2:15][CH3:16].[K+:33].[K+:34].[O-:35][C:36]([O-:37])=[O:38].[O:39]=[CH:40][N:41]([CH3:42])[CH3:43]>>[CH3:1][O:2][C:3](=[O:4])[c:5]1[s:6][c:7](-[c:18]2[cH:19][c:20]([O:24][CH2:25][c:26]3[cH:27][cH:28][cH:29][cH:30][cH:31]3)[cH:21][cH:22][cH:23]2)[c:8]([Br:17])[c:9]1[O:10][CH2:11][C:12](=[O:13])[O:14][CH2:15][CH3:16]. Reactants: methanols, S(=O)(Cl)Cl (Thionyl chloride), S(=O)(Cl)Cl (thionyl chloride), chlorides, Cl.CN(C)CC=1SC=C(N1)CO (2-dimethylaminomethyl-4-thiazolemethanol hydrochloride). Run in C(Cl)(Cl)Cl (chloroform). Product: Cl.CN(C)CC=1SC=C(N1)CCl (2-dimethylaminomethyl-4-thiazolylmethylchloride hydrochloride). RXN SMILES: [ClH:1].[CH3:2][N:3]([CH2:5][C:6]1[S:7][CH:8]=[C:9]([CH2:11]O)[N:10]=1)[CH3:4].S(Cl)([Cl:15])=O>C(Cl)(Cl)Cl>[ClH:15].[CH3:2][N:3]([CH2:5][C:6]1[S:7][CH:8]=[C:9]([CH2:11][Cl:1])[N:10]=1)[CH3:4] |f:0.1,4.5|. Procedure: The methanols produced by the process of this example are readily converted to the corresponding thiazolemethyl chlorides according to the following procedure: A suspension was prepared from 1.05 grams of 2-dimethylaminomethyl-4-thiazolemethanol hydrochloride and 15 ml. of chloroform. Thionyl chloride (2.50 g) was added and the resulting mixture was stirred at reflux temperature for about 2.75 hours. Any volatile constituents including excess thionyl chloride were removed by evaporation. The res... Yields the product COC(=O)c1cccc2oc(N3CCSCC3)nc12. As a reaction SMILES: [CH2:15]1[CH2:16][S:17][CH2:18][CH2:19][NH:20]1.[CH2:27]1[O:28][CH2:29][CH2:30][CH2:31]1.[CH3:21][CH2:22][O:23][C:24]([CH3:25])=[O:26].[Cl:1][c:2]1[o:3][c:4]2[c:5]([n:6]1)[c:7]([C:11](=[O:12])[O:13][CH3:14])[cH:8][cH:9][cH:10]2>>[c:2]1([N:20]2[CH2:15][CH2:16][S:17][CH2:18][CH2:19]2)[o:3][c:4]2[c:5]([n:6]1)[c:7]([C:11](=[O:12])[O:13][CH3:14])[cH:8][cH:9][cH:10]2. Reactants: C1CSCCN1, C1CCOC1, CCOC(C)=O, COC(=O)c1cccc2oc(Cl)nc12.